Task: describe an organic reaction: reactants, conditions, products, and yield. Dataset: the Open Reaction Database (ORD), a public repository of structured organic reaction records Starting materials: CO, Cl, N, CC(=O)OCC1CCC(=N)N1. The product is Cl, N=C1CCC(CO)N1. RXN SMILES: [CH3:14][OH:15].[ClH:1].[NH3:13].[NH:2]=[C:3]1[NH:4][CH:5]([CH2:8][O:9][C:10](=[O:11])[CH3:12])[CH2:6][CH2:7]1>>[ClH:1].[NH:2]=[C:3]1[NH:4][CH:5]([CH2:8][OH:9])[CH2:6][CH2:7]1. Reactants: C(C)SC(CC(C)=O)=O (3-oxothiobutyric acid-S-ethyl ester), N(=O)[O-].[Na+] (sodium nitrite), S(=O)(=O)(OC)OC (dimethyl sulfate), C([O-])([O-])=O.[Na+].[Na+] (sodium carbonate). Run in C(C)(=O)O (acetic acid), CO (methanol), C(C)(=O)OCC (ethyl acetate), O (water), C(C)(=O)OCC (ethyl acetate), aqueous solution. Product: C(C)SC(C(C(C)=O)=NOC)=O (2-methoxyimino-3-oxothiobutyric acid-S-ethyl ester). Yield: 53.0%. RXN SMILES: [CH2:1]([S:3][C:4](=[O:9])[CH2:5][C:6](=[O:8])[CH3:7])[CH3:2].[N:10]([O-:12])=O.[Na+].[C:14](=O)([O-])[O-].[Na+].[Na+].S(OC)(OC)(=O)=O>C(O)(=O)C.C(OCC)(=O)C.CO.O>[CH2:1]([S:3][C:4](=[O:9])[C:5](=[N:10][O:12][CH3:14])[C:6](=[O:8])[CH3:7])[CH3:2] |f:1.2,3.4.5|. Procedure details: In 60 ml of acetic acid was dissolved 10.2 g of 3-oxothiobutyric acid-S-ethyl ester, and 5.8 g of sodium nitrite was added to the resulting solution over a period of 10 minutes while maintaining the temperature of the solution at 15°-20° C. After the resulting mixture was subjected to reaction at the same temperature for 50 minutes, the reaction mixture was introduced into a mixed solvent of 300 ml of ethyl acetate and 100 ml of water. The organic layer was separated, washed with 50 ml of satura...